Dataset: the Open Reaction Database (ORD), a public repository of structured organic reaction records. Task: describe an organic reaction: reactants, conditions, products, and yield The reactants are C(C)OC(=O)C=1C=NN(C1)C1=NC2=CC=C(C=C2C(N1COCC[Si](C)(C)C)=O)I (1-[6-iodo-4-oxo-3-(2-trimethylsilanyl-ethoxymethyl)-3,4-dihydro-quinazolin-2-yl]-1H-pyrazole-4-carboxylic acid ethyl ester), product, ClC1=C(C=CC=C1)B(O)O (2-chlorophenylboronic acid). The product is ClC1=C(C=CC=C1)C=1C=C2C(NC(=NC2=CC1)N1N=CC(=C1)C(=O)O)=O (1-[6-(2-Chloro-phenyl)-4-oxo-3,4-dihydro-quinazolin-2-yl]-1H-pyrazole-4-carboxylic acid). RXN SMILES: C([O:3][C:4]([C:6]1[CH:7]=[N:8][N:9]([C:11]2[N:20](COCC[Si](C)(C)C)[C:19](=[O:29])[C:18]3[C:13](=[CH:14][CH:15]=[C:16](I)[CH:17]=3)[N:12]=2)[CH:10]=1)=[O:5])C.[Cl:31][C:32]1[CH:37]=[CH:36][CH:35]=[CH:34][C:33]=1B(O)O>>[Cl:31][C:32]1[CH:37]=[CH:36][CH:35]=[CH:34][C:33]=1[C:16]1[CH:17]=[C:18]2[C:13](=[CH:14][CH:15]=1)[N:12]=[C:11]([N:9]1[CH:10]=[C:6]([C:4]([OH:3])=[O:5])[CH:7]=[N:8]1)[NH:20][C:19]2=[O:29]. Procedure: The titled compound was prepared in a manner analogous to Example 69, steps C-E, using 1-[6-iodo-4-oxo-3-(2-trimethylsilanyl-ethoxymethyl)-3,4-dihydro-quinazolin-2-yl]-1H-pyrazole-4-carboxylic acid ethyl ester (Example 69 product from step B) and 2-chlorophenylboronic acid in step C. MS (ESI): mass calcd. for C18H11ClN4O3, 366.1; m/z found, 367.0 [M+H]+. 1H NMR (600 MHz, DMSO-d6): 12.99 (s, 2H), 8.98 (d, J=0.6 Hz, 1H), 8.27 (s, 1H), 8.13 (d, J=2.1 Hz, 1H), 7.91 (dd, J=8.4, 2.1 Hz, 1H), 7.78 (d, ...